Dataset: the Open Reaction Database (ORD), a public repository of structured organic reaction records. Task: describe an organic reaction: reactants, conditions, products, and yield The solvent is C1CCOC1 (THF). Reported procedure: A solution of 1,7-heptandiol (44 mmol) in THF (15 mL) is cooled to 0° C. and treated with sodium hydride (44 mmol) followed by tert-butyldimethylsilyl chloride (44 mmol). The reaction mixture is stirred at room temperature overnight. Concentration in vacuo and flash chromatography affords 7-trimethylsiloxy-1-heptanol. To a solution of 7-trimethylsiloxy-1-heptanol (11.6 mmol) in dry dichloromethane (50 mL) is added 2,6-di-tert-butyl-4-methylpyridine (4.6 g, 22.2 mmol) and triflic anhydride (3.7 m... Reaction conditions: time 8 hour. Yields the product C[Si](OCCCCCCCO)(C)C (7-trimethylsiloxy-1-heptanol). As a reaction SMILES: [CH2:1]([OH:9])[CH2:2][CH2:3][CH2:4][CH2:5][CH2:6][CH2:7][OH:8].[H-].[Na+].[Si:12](Cl)([C:15](C)(C)C)([CH3:14])[CH3:13]>C1COCC1>[CH3:13][Si:12]([CH3:15])([CH3:14])[O:8][CH2:7][CH2:6][CH2:5][CH2:4][CH2:3][CH2:2][CH2:1][OH:9] |f:1.2|. Starting materials: [H-].[Na+] (sodium hydride), C(CCCCCCO)O (1,7-heptandiol), [Si](C)(C)(C(C)(C)C)Cl (tert-butyldimethylsilyl chloride).